Task: describe an organic reaction: reactants, conditions, products, and yield. Dataset: the Open Reaction Database (ORD), a public repository of structured organic reaction records Starting materials: [N+](=O)([O-])C1=CC=C(C(=O)N2CCN(CC2)CCC2=CC=C(C=C2)Cl)C=C1 (1-(4-nitrobenzoyl)-4-[2-(4-chlorophenyl)ethyl]piperazine). Reagents/catalysts: [Ni] (Raney nickel). The solvent is O1CCCC1 (tetrahydrofuran). The product is NC1=CC=C(C(=O)N2CCN(CC2)CCC2=CC=C(C=C2)Cl)C=C1 (1-(4-aminobenzoyl)-4-[2-(4-chlorophenyl)ethyl]piperazine). Yield: 87.7%. RXN SMILES: [N+:1]([C:4]1[CH:26]=[CH:25][C:7]([C:8]([N:10]2[CH2:15][CH2:14][N:13]([CH2:16][CH2:17][C:18]3[CH:23]=[CH:22][C:21]([Cl:24])=[CH:20][CH:19]=3)[CH2:12][CH2:11]2)=[O:9])=[CH:6][CH:5]=1)([O-])=O>O1CCCC1.[Ni]>[NH2:1][C:4]1[CH:5]=[CH:6][C:7]([C:8]([N:10]2[CH2:15][CH2:14][N:13]([CH2:16][CH2:17][C:18]3[CH:23]=[CH:22][C:21]([Cl:24])=[CH:20][CH:19]=3)[CH2:12][CH2:11]2)=[O:9])=[CH:25][CH:26]=1. Reported procedure: 37.2 g of 1-(4-nitrobenzoyl)-4-[2-(4-chlorophenyl)ethyl]piperazine are reduced at room temperature in 370 ml of tetrahydrofuran in the presence of 20 g of Raney nickel. The filtered reaction solution is concentrated by evaporation and the resulting oil is crystallised from isopropanol/petroleum ether, yielding 30 g of 1-(4-aminobenzoyl)-4-[2-(4-chlorophenyl)ethyl]piperazine having a melting point of 111°-112°. Reactants: BrC=1C(=C(C=2N(C1)N=C(N2)C)C2=CC(=CC=C2)C(F)(F)F)C (6-bromo-2,7-dimethyl-8-(3-trifluoromethyl-phenyl)-[1,2,4]triazolo[1,5-a]pyridine), C(CCC)[Sn](C1=CC=NN1C1=CC=C(C#N)C=C1)(CCCC)CCCC (4-(5-tributylstannanyl-pyrazol-1-yl)-benzonitrile). Yields the product CC1=NN2C(C(=C(C(=C2)C2=CC=NN2C2=CC=C(C#N)C=C2)C)C2=CC(=CC=C2)C(F)(F)F)=N1 (4-{5-[2,7-Dimethyl-8-(3-trifluoromethyl-phenyl)-[1,2,4]triazolo[1,5-a]pyridin-6-yl]-pyrazol-1-yl}-benzonitrile). Reaction SMILES: Br[C:2]1[C:3]([CH3:22])=[C:4]([C:12]2[CH:17]=[CH:16][CH:15]=[C:14]([C:18]([F:21])([F:20])[F:19])[CH:13]=2)[C:5]2[N:6]([N:8]=[C:9]([CH3:11])[N:10]=2)[CH:7]=1.C([Sn](CCCC)(CCCC)[C:28]1[N:32]([C:33]2[CH:40]=[CH:39][C:36]([C:37]#[N:38])=[CH:35][CH:34]=2)[N:31]=[CH:30][CH:29]=1)CCC>>[CH3:11][C:9]1[N:10]=[C:5]2[C:4]([C:12]3[CH:17]=[CH:16][CH:15]=[C:14]([C:18]([F:21])([F:20])[F:19])[CH:13]=3)=[C:3]([CH3:22])[C:2]([C:28]3[N:32]([C:33]4[CH:40]=[CH:39][C:36]([C:37]#[N:38])=[CH:35][CH:34]=4)[N:31]=[CH:30][CH:29]=3)=[CH:7][N:6]2[N:8]=1. Procedure: The title compound was prepared from 6-bromo-2,7-dimethyl-8-(3-trifluoromethyl-phenyl)-[1,2,4]triazolo[1,5-a]pyridine (Int. 7, 100 mg, 0.27 mmol) and 4-(5-tributylstannanyl-pyrazol-1-yl)-benzonitrile (Int. 3, 186 mg, 0.405 mmol) using a similar method to that used in Example 1 (Step 4) (91 mg). Reaction SMILES: [CH3:1][C:2]1[N:3]([C:7]2[CH:14]=[CH:13][C:10]([CH:11]=[O:12])=[CH:9][CH:8]=2)[CH:4]=[CH:5][N:6]=1.[BH4-].[Na+].[NH4+].[Cl-]>CO>[CH3:1][C:2]1[N:3]([C:7]2[CH:14]=[CH:13][C:10]([CH2:11][OH:12])=[CH:9][CH:8]=2)[CH:4]=[CH:5][N:6]=1 |f:1.2,3.4|. Yields the product CC=1N(C=CN1)C1=CC=C(CO)C=C1 (4(2-Methylimidazol-1-yl)benzyl alcohol). Reaction conditions: time 1 hour. Reactants: [BH4-].[Na+] (NaBH4), CC=1N(C=CN1)C1=CC=C(C=O)C=C1 (4-(2-methylimidazol-1-yl)benzaldehyde), [NH4+].[Cl-] (NH4Cl). Procedure details: To a stirred solution of the crude 4-(2-methylimidazol-1-yl)benzaldehyde (1.0 g) in methanol(15 ml) cooled to 0° C. was added NaBH4 (0.2 g, 5.2 mmol) in portions over 15 min and the whole stirred for 1 h. A saturated aqueous NH4Cl solution (50 ml) was added to the reaction mixture and the whole extracted with ethyl acetate (100 ml×2). The organic layer was washed with water (100 ml), brine (50 ml), dried over MgSO4, and solvent removed under reduced pressure. The crude product was washed with an... The solvent is CO (methanol). Isolated yield 50.5%. Starting materials: C(C)OC1=NC2=C(N1)C=CC=C2C(=O)OC (methyl 2-ethoxy-1H-benzimidazole-4-carboxylate), [N+](=O)([O-])[O-].[K+] (potassium nitrate), [OH-].[Na+] (sodium hydroxide). RXN SMILES: [CH2:1]([O:3][C:4]1[NH:8][C:7]2[CH:9]=[CH:10][CH:11]=[C:12]([C:13]([O:15][CH3:16])=[O:14])[C:6]=2[N:5]=1)[CH3:2].[N+:17]([O-])([O-:19])=[O:18].[K+].[OH-].[Na+]>S(=O)(=O)(O)O>[CH2:1]([O:3][C:4]1[NH:8][C:7]2[CH:9]=[C:10]([N+:17]([O-:19])=[O:18])[CH:11]=[C:12]([C:13]([O:15][CH3:16])=[O:14])[C:6]=2[N:5]=1)[CH3:2] |f:1.2,3.4|. Isolated yield 98.8%. Product: C(C)OC1=NC2=C(N1)C=C(C=C2C(=O)OC)[N+](=O)[O-] (Methyl 2-ethoxy-6-nitro-1H-benzimidazole-4-carboxylate). Conditions: time 2.5 hour. Procedure details: To a stirring solution of methyl 2-ethoxy-1H-benzimidazole-4-carboxylate (prepared as described in J. Med. Chem., 1993, 36, 2182) (500 mg) in conc. sulfuric acid (5 mL), potassium nitrate (275 mg) was added portion-wise under ice-cooling, and the mixture was stirred at room temperature for 2.5 hours. The reaction mixture was poured into ice, alkalified with aqueous sodium hydroxide solution, and extracted with ethyl acetate. The ethyl acetate layer was washed sequentially with water and brine, d... The solvent is S(O)(O)(=O)=O (sulfuric acid). Reactants: CC(C)(C=CC(C)(O)C)O (2,5-dimethylhex-3-ene-2,5-diol), C(CCCCC)=O (n-hexanal), C1(=CC=CC=C1)C (toluene). Reagents/catalysts: C1(=CC=C(C=C1)S(=O)(=O)O)C (p-toluenesulfonic acid). Run in O (water). Yields the product C(CCCC)C1OC(C=CC(O1)(C)C)(C)C (2-pentyl-4,4,7,7-tetramethyl-4,7-dihydro-1,3-dioxepin). Yield: 70.3%. Reaction SMILES: [CH3:1][C:2]([OH:10])([CH:4]=[CH:5][C:6]([CH3:9])([OH:8])[CH3:7])[CH3:3].[CH:11](=O)[CH2:12][CH2:13][CH2:14][CH2:15][CH3:16].C1(C)C=CC=CC=1>C1(C)C=CC(S(O)(=O)=O)=CC=1.O>[CH2:12]([CH:11]1[O:10][C:2]([CH3:3])([CH3:1])[CH:4]=[CH:5][C:6]([CH3:9])([CH3:7])[O:8]1)[CH2:13][CH2:14][CH2:15][CH3:16]. Procedure details: A mixture of 720 g (5 moles) of 2,5-dimethylhex-3-ene-2,5-diol, 3 g of p-toluenesulfonic acid, 500 g (5 moles) of n-hexanal and 1 l of toluene was refluxed, and the resulting water of reaction (115 ml) was separated off in the course of 5.5 h. The mixture was then left to cool, 10 ml of a 25% strength aqueous sodium hydroxide solution were added, the mixture was washed neutral with a little water and the toluene was removed under reduced pressure at from 50° to 60° C. The residue obtained was di... Reactants: C([O-])([O-])=O.[K+].[K+] (Potassium carbonate), C(CO)O (ethylene glycol), ClC1=NC=CC(=N1)S(=O)(=O)C (2-Chloro-4-(methylsulfonyl)pyrimidine). The solvent is CCOC(=O)C (EtOAc), CN(C)C=O (DMF). Conditions: time 15 minute. Product: ClC1=NC=CC(=N1)OCCO (2-[(2-chloropyrimidin-4-yl)oxy]ethanol). RXN SMILES: C(=O)([O-])[O-].[K+].[K+].[CH2:7]([OH:10])[CH2:8][OH:9].[Cl:11][C:12]1[N:17]=[C:16](S(C)(=O)=O)[CH:15]=[CH:14][N:13]=1>CN(C=O)C.CCOC(C)=O>[Cl:11][C:12]1[N:17]=[C:16]([O:9][CH2:8][CH2:7][OH:10])[CH:15]=[CH:14][N:13]=1 |f:0.1.2|. Procedure: Potassium carbonate (0.89 g, 6.45 mmol) was added at room temperature to an oven-dried, nitrogen cooled flask containing a suspension of ethylene glycol (1.3 mL, 23.4 mmol) in DMF (29 mL) and the mixture was then stirred for 15 minutes. 2-Chloro-4-(methylsulfonyl)pyrimidine (1.13 g, 5.86 mmol) was then added. The solution was stirred for 1.5 h at room temperature, then diluted with EtOAc (30 mL) and washed with 1:1 water:brine (3×50 mL). The organic extracts were dried over sodium sulfate, filte... Reactants: BrCC(=O)CBr.C(C1=CC=CC=C1)(=O)N[C@@H](C(C)C)C(=O)N[C@@H](C)C(=O)N[C@@H](CCCC)C(=O)O (N-benzoyl-L-valyl-L-alanyl-L-norleucine bromomethyl ketone), O1C(=CC=C1)C(=O)O (2-furan carboxylic acid). The product is CC(=O)OC=1OC=CC1.C(C1=CC=CC=C1)(=O)N[C@@H](C(C)C)C(=O)N[C@@H](C)C(=O)N[C@@H](CCCC)C(=O)O (N-Benzoyl-L-valyl-L-alanyl-L-norleucine 2-furanoxy methyl ketone). As a reaction SMILES: Br[CH2:2][C:3](CBr)=[O:4].[C:7]([NH:15][C@H:16]([C:20]([NH:22][C@H:23]([C:25]([NH:27][C@H:28]([C:33]([OH:35])=[O:34])[CH2:29][CH2:30][CH2:31][CH3:32])=[O:26])[CH3:24])=[O:21])[CH:17]([CH3:19])[CH3:18])(=[O:14])[C:8]1[CH:13]=[CH:12][CH:11]=[CH:10][CH:9]=1.O1C=CC=C1C(O)=O>>[CH3:2][C:3]([O:35][C:33]1[O:34][CH:30]=[CH:29][CH:28]=1)=[O:4].[C:7]([NH:15][C@H:16]([C:20]([NH:22][C@H:23]([C:25]([NH:27][C@H:28]([C:33]([OH:35])=[O:34])[CH2:29][CH2:30][CH2:31][CH3:32])=[O:26])[CH3:24])=[O:21])[CH:17]([CH3:18])[CH3:19])(=[O:14])[C:8]1[CH:9]=[CH:10][CH:11]=[CH:12][CH:13]=1 |f:0.1,3.4|. Procedure details: (Electrospray MS m/z 514 [MH+ ]) from of N-benzoyl-L-valyl-L-alanyl-L-norleucine bromomethyl ketone and 2-furan carboxylic acid. Reactants: CC(=O)N1CCN(c2ccc(Nc3nc(Nc4cccc(C(N)=O)c4)c4ccn(S(=O)(=O)c5ccc(C)cc5)c4n3)cc2)CC1, CO, [K+], [OH-]. The product is CC(=O)N1CCN(c2ccc(Nc3nc(Nc4cccc(C(N)=O)c4)c4cc[nH]c4n3)cc2)CC1. Reaction SMILES: [C:1]([CH3:2])(=[O:3])[N:4]1[CH2:5][CH2:6][N:7]([c:10]2[cH:11][cH:12][c:13]([NH:16][c:17]3[n:18][c:19]([NH:36][c:37]4[cH:38][c:39]([C:40](=[O:41])[NH2:42])[cH:43][cH:44][cH:45]4)[c:20]4[c:21]([n:22]3)[n:23]([S:26]([c:27]3[cH:28][cH:29][c:30]([CH3:31])[cH:32][cH:33]3)(=[O:34])=[O:35])[cH:24][cH:25]4)[cH:14][cH:15]2)[CH2:8][CH2:9]1.[CH3:48][OH:49].[K+:47].[OH-:46]>>[C:1]([CH3:2])(=[O:3])[N:4]1[CH2:5][CH2:6][N:7]([c:10]2[cH:11][cH:12][c:13]([NH:16][c:17]3[n:18][c:19]([NH:36][c:37]4[cH:38][c:39]([C:40](=[O:41])[NH2:42])[cH:43][cH:44][cH:45]4)[c:20]4[c:21]([n:22]3)[nH:23][cH:24][cH:25]4)[cH:14][cH:15]2)[CH2:8][CH2:9]1. Starting materials: C(C1=CC=CC=C1)OC1=CC=C(C=C1)CCCC=CC(C)=O (7-(p-benzyloxyphenyl)-3-hepten-2-one), BrCC(=O)OCC (ethyl bromoacetate). The reagents and catalysts are [Zn] (zinc). The product is OC(CC(=O)OCC)(C=CCCCC1=CC=C(C=C1)OCC1=CC=CC=C1)C (ethyl 3-hydroxy-3-methyl-8-(p-benzyloxyphenyl)-4-octenoate). RXN SMILES: [CH2:1]([O:8][C:9]1[CH:14]=[CH:13][C:12]([CH2:15][CH2:16][CH2:17][CH:18]=[CH:19][C:20](=[O:22])[CH3:21])=[CH:11][CH:10]=1)[C:2]1[CH:7]=[CH:6][CH:5]=[CH:4][CH:3]=1.Br[CH2:24][C:25]([O:27][CH2:28][CH3:29])=[O:26]>[Zn]>[OH:22][C:20]([CH3:21])([CH:19]=[CH:18][CH2:17][CH2:16][CH2:15][C:12]1[CH:13]=[CH:14][C:9]([O:8][CH2:1][C:2]2[CH:7]=[CH:6][CH:5]=[CH:4][CH:3]=2)=[CH:10][CH:11]=1)[CH2:24][C:25]([O:27][CH2:28][CH3:29])=[O:26]. Procedure details: Using 0.68 g of 7-(p-benzyloxyphenyl)-3-hepten-2-one, 0.37 ml of ethyl bromoacetate and 0.19 g of zinc, the reaction and the purification of the product were carried out according to the method described in Example 25 (a) affording 0.84 g of ethyl 3-hydroxy-3-methyl-8-(p-benzyloxyphenyl)-4-octenoate. Starting materials: Cl.CON (O-methylhydroxylamine hydrochloride), CC1=C(C(=CC=C1)C)C(C(=O)OC)=O (methyl 2,6-dimethylphenylglyoxylate), Cl.CON (O-methylhydroxylamine hydrochloride). Solvent: CO (methanol), CO (methanol), CO (methanol). Reaction conditions: time 32 hour. The product is CON=C(C(=O)OC)C1=C(C=CC=C1C)C (methyl 2,6-dimethylphenylglyoxylate O-methyloxime). Reaction SMILES: Cl.[CH3:2][O:3][NH2:4].[CH3:5][C:6]1[CH:11]=[CH:10][CH:9]=[C:8]([CH3:12])[C:7]=1[C:13](=O)[C:14]([O:16][CH3:17])=[O:15]>CO>[CH3:2][O:3][N:4]=[C:13]([C:7]1[C:8]([CH3:12])=[CH:9][CH:10]=[CH:11][C:6]=1[CH3:5])[C:14]([O:16][CH3:17])=[O:15] |f:0.1|. Procedure details: At room temperature (about 25° C.), 83.5 ml (0.15 mol) of a 15% strength solution of O-methylhydroxylamine hydrochloride in methanol were added dropwise to a mixture of 19.2 g (0.1 mol) of methyl 2,6-dimethylphenylglyoxylate and 100 ml of methanol. At the boiling point of the solvent, the resulting reaction mixture was stirred under reflux for 16 hours and then admixed with a further 24 ml of the 15% strength solution of O-methylhydroxylamine hydrochloride in methanol. After a further 32 h at th...